Dataset: the Open Reaction Database (ORD), a public repository of structured organic reaction records. Task: describe an organic reaction: reactants, conditions, products, and yield Reactants: C(#C)C=1C=NN2C1N=C(C=C2C(F)(F)F)C2=CC(=CC=C2)C(F)(F)F (3-ethynyl-7-trifluoromethyl-5-(3-trifluoromethyl-phenyl)-pyrazolo[1,5-a]pyrimidine), BrC1=CC=C(S1)S(=O)(=O)N (5-bromo-thiophene-2-sulfonamide). Product: FC(C1=CC(=NC=2N1N=CC2C#CC2=CC=C(S2)S(=O)(=O)N)C2=CC(=CC=C2)C(F)(F)F)(F)F (5-[7-Trifluoromethyl-5-(3-trifluoromethyl-phenyl)-pyrazolo[1,5-a]pyrimidin-3-ylethynyl]-thiophene-2-sulfonic acid amide), solid. Yield: 40.0%. Reaction SMILES: [C:1]([C:3]1[CH:4]=[N:5][N:6]2[C:11]([C:12]([F:15])([F:14])[F:13])=[CH:10][C:9]([C:16]3[CH:21]=[CH:20][CH:19]=[C:18]([C:22]([F:25])([F:24])[F:23])[CH:17]=3)=[N:8][C:7]=12)#[CH:2].Br[C:27]1[S:31][C:30]([S:32]([NH2:35])(=[O:34])=[O:33])=[CH:29][CH:28]=1>>[F:15][C:12]([F:14])([F:13])[C:11]1[N:6]2[N:5]=[CH:4][C:3]([C:1]#[C:2][C:27]3[S:31][C:30]([S:32]([NH2:35])(=[O:34])=[O:33])=[CH:29][CH:28]=3)=[C:7]2[N:8]=[C:9]([C:16]2[CH:21]=[CH:20][CH:19]=[C:18]([C:22]([F:25])([F:24])[F:23])[CH:17]=2)[CH:10]=1. Procedure details: The title compound was prepared from 3-ethynyl-7-trifluoromethyl-5-(3-trifluoromethyl-phenyl)-pyrazolo[1,5-a]pyrimidine (example C.10) (178 mg, 0.5 mmol) and commercially available 5-bromo-thiophene-2-sulfonamide (121 mg, 0.5 mmol) according to general procedure II. Obtained as a yellow solid (102 mg, 40%). MS (ISN) 515.0 [(M−H)−]; mp 250° C. The product is CN1C(=O)C(CCN2CCN(c3ccc(F)cc3)CC2)Sc2ccccc21. Reactants: O=C([O-])[O-], CN(C)C=O, CN1C(=O)C(CCCl)Sc2ccccc21, Fc1ccc(N2CCNCC2)cc1, [I-], [K+], [K+], [Na+]. Reaction SMILES: [C:29](=[O:30])([O-:31])[O-:32].[CH3:37][N:38]([CH3:39])[CH:40]=[O:41].[Cl:1][CH2:2][CH2:3][CH:4]1[S:5][c:6]2[c:7]([cH:12][cH:13][cH:14][cH:15]2)[N:8]([CH3:11])[C:9]1=[O:10].[F:16][c:17]1[cH:18][cH:19][c:20]([N:23]2[CH2:24][CH2:25][NH:26][CH2:27][CH2:28]2)[cH:21][cH:22]1.[I-:36].[K+:33].[K+:34].[Na+:35]>>[CH2:2]([CH2:3][CH:4]1[S:5][c:6]2[c:7]([cH:12][cH:13][cH:14][cH:15]2)[N:8]([CH3:11])[C:9]1=[O:10])[N:26]1[CH2:25][CH2:24][N:23]([c:20]2[cH:19][cH:18][c:17]([F:16])[cH:22][cH:21]2)[CH2:28][CH2:27]1. Starting materials: BrCC=1N(C2=NC(=NC(=C2N1)N1CCOCC1)N1C(=NC2=C1C=CC=C2)C)C (4-(8-(bromomethyl)-9-methyl-2-(2-methyl-1H-benzo[d]imidazol-1-yl)-9H-purin-6-yl)morpholine), COCC1CCNCC1 (4-(methoxymethyl)piperidine). Product: COCC1CCN(CC1)CC=1N(C2=NC(=NC(=C2N1)N1CCOCC1)N1C(=NC2=C1C=CC=C2)C)C (4-(8-((4-(methoxymethyl)piperidin-1-yl)methyl)-9-methyl-2-(2-methyl-1H-benzo[d]imidazol-1-yl)-9H-purin-6-yl)morpholine). As a reaction SMILES: Br[CH2:2][C:3]1[N:4]([CH3:28])[C:5]2[C:10]([N:11]=1)=[C:9]([N:12]1[CH2:17][CH2:16][O:15][CH2:14][CH2:13]1)[N:8]=[C:7]([N:18]1[C:22]3[CH:23]=[CH:24][CH:25]=[CH:26][C:21]=3[N:20]=[C:19]1[CH3:27])[N:6]=2.[CH3:29][O:30][CH2:31][CH:32]1[CH2:37][CH2:36][NH:35][CH2:34][CH2:33]1>>[CH3:29][O:30][CH2:31][CH:32]1[CH2:37][CH2:36][N:35]([CH2:2][C:3]2[N:4]([CH3:28])[C:5]3[C:10]([N:11]=2)=[C:9]([N:12]2[CH2:17][CH2:16][O:15][CH2:14][CH2:13]2)[N:8]=[C:7]([N:18]2[C:22]4[CH:23]=[CH:24][CH:25]=[CH:26][C:21]=4[N:20]=[C:19]2[CH3:27])[N:6]=3)[CH2:34][CH2:33]1. Reported procedure: 4-(8-(bromomethyl)-9-methyl-2-(2-methyl-1H-benzo[d]imidazol-1-yl)-9H-purin-6-yl)morpholine (50 mg) was reacted with 4-(methoxymethyl)piperidine via General Procedure E to give 21.9 mg of 280 following reverse phase purification. MS (Q1) 491.3 (M)+ The reactants are CON=C1CCc2cc(-c3cc(CN4CCCCC4)oc3-c3ccnc(SC)n3)ccc21, CCOC(C)=O, Cl, C1COCCO1. Yields the product CSc1nccc(-c2oc(CN3CCCCC3)cc2-c2ccc3c(c2)CCC3=O)n1. Reaction SMILES: [CH3:1][O:2][N:3]=[C:4]1[CH2:5][CH2:6][c:7]2[cH:8][c:9](-[c:13]3[c:14](-[c:25]4[n:26][c:27]([S:31][CH3:32])[n:28][cH:29][cH:30]4)[o:15][c:16]([CH2:18][N:19]4[CH2:20][CH2:21][CH2:22][CH2:23][CH2:24]4)[cH:17]3)[cH:10][cH:11][c:12]21.[CH3:34][CH2:35][O:36][C:37](=[O:38])[CH3:39].[ClH:33].[O:40]1[CH2:41][CH2:42][O:43][CH2:44][CH2:45]1>>[C:4]1(=[O:36])[CH2:5][CH2:6][c:7]2[cH:8][c:9](-[c:13]3[c:14](-[c:25]4[n:26][c:27]([S:31][CH3:32])[n:28][cH:29][cH:30]4)[o:15][c:16]([CH2:18][N:19]4[CH2:20][CH2:21][CH2:22][CH2:23][CH2:24]4)[cH:17]3)[cH:10][cH:11][c:12]21. Starting materials: CNC(=O)Nc1ccc(Oc2ccnc3cc(OCC4CO4)c(C#N)cc23)cc1Cl, C1CCNC1, C1CCOC1. The product is CNC(=O)Nc1ccc(Oc2ccnc3cc(OCC(O)CN4CCCC4)c(C#N)cc23)cc1Cl. Reaction SMILES: [C:6](#[N:7])[c:8]1[cH:9][c:10]2[c:11]([O:23][c:24]3[cH:25][c:26]([Cl:35])[c:27]([NH:30][C:31](=[O:32])[NH:33][CH3:34])[cH:28][cH:29]3)[cH:12][cH:13][n:14][c:15]2[cH:16][c:17]1[O:18][CH2:19][CH:20]1[O:21][CH2:22]1.[CH2:1]1[CH2:2][CH2:3][NH:4][CH2:5]1.[O:36]1[CH2:37][CH2:38][CH2:39][CH2:40]1>>[CH2:1]1[CH2:2][CH2:3][N:4]([CH2:22][CH:20]([CH2:19][O:18][c:17]2[c:8]([C:6]#[N:7])[cH:9][c:10]3[c:11]([O:23][c:24]4[cH:25][c:26]([Cl:35])[c:27]([NH:30][C:31](=[O:32])[NH:33][CH3:34])[cH:28][cH:29]4)[cH:12][cH:13][n:14][c:15]3[cH:16]2)[OH:21])[CH2:5]1. Product: Nc1ccc(N2CCCC2=O)cc1. The reactants are Nc1ccc(N)cc1, [Na+], O=C([O-])O, O=C1CCCO1. RXN SMILES: [NH2:1][c:2]1[cH:3][cH:4][c:5]([NH2:6])[cH:7][cH:8]1.[Na+:19].[O-:15][C:16]([OH:17])=[O:18].[O:9]1[C:10](=[O:14])[CH2:11][CH2:12][CH2:13]1>>[NH2:1][c:2]1[cH:3][cH:4][c:5]([N:6]2[C:10](=[O:9])[CH2:11][CH2:12][CH2:13]2)[cH:7][cH:8]1. Yield: 37.0%. Run in C(C)(=O)OCC (ethyl acetate). Yields the product OC1=CC=C(C=C1)C1C2C(C3=CC(=CC(=C3C1)COC)O)CCC2 (4-(4-Hydroxy-phenyl)-6-methoxymethyl-2,3,3a,4,5,9b-hexahydro-1H-cyclopenta[a]naphthalen-8-ol). As a reaction SMILES: [CH3:1][OH:2].Br[CH2:4][C:5]1[CH:14]=[C:13]([OH:15])[CH:12]=[C:11]2[C:6]=1[CH2:7][CH:8]([C:19]1[CH:24]=[CH:23][C:22]([OH:25])=[CH:21][CH:20]=1)[CH:9]1[CH2:18][CH2:17][CH2:16][CH:10]12.Cl>C(OCC)(=O)C>[OH:25][C:22]1[CH:21]=[CH:20][C:19]([CH:8]2[CH2:7][C:6]3[C:11](=[CH:12][C:13]([OH:15])=[CH:14][C:5]=3[CH2:4][O:2][CH3:1])[CH:10]3[CH2:16][CH2:17][CH2:18][CH:9]23)=[CH:24][CH:23]=1. Reported procedure: Combine Na (0.013 g, 0.53 mmol) and methanol (2 ml) at 0-5° C. and stir until solution forms. Add 6-Bromomethyl-4-(4-hydroxy-phenyl)-2,3,3a,4,5,9b-hexahydro-1H-cyclopenta[a]naphthalen-8-ol (0.037 g, 0.1 mmol) and stir for 3 hours. Remove solvent in vacuo. Take into ethyl acetate and 1N HCl. Separate organic layer and wash with water. Dry over anhydrous sodium sulfate and remove solvent in vacuo. The residue is chromatographed on silica gel with 25% ethyl acetate/hexanes to yield the titled compo... The reactants are Cl (HCl), Na, CO (methanol), BrCC1=C2CC(C3C(C2=CC(=C1)O)CCC3)C3=CC=C(C=C3)O (6-Bromomethyl-4-(4-hydroxy-phenyl)-2,3,3a,4,5,9b-hexahydro-1H-cyclopenta[a]naphthalen-8-ol). The reactants are C(#N)C(C(=O)O)CC1=C2C(=CC=C1)OCO2 (2-Cyano-3-(2,3-methylenedioxyphenyl)propionic acid), CN(C=O)C (dimethylformamide). Solvent: O (water). Reaction conditions: temperature 150 celsius. The product is C(#N)CCC1=C2C(=CC=C1)OCO2 (1-Cyano-2-(2,3-methylenedioxyphenyl)ethane). As a reaction SMILES: [C:1]([CH:3]([CH2:7][C:8]1[CH:13]=[CH:12][CH:11]=[C:10]2[O:14][CH2:15][O:16][C:9]=12)C(O)=O)#[N:2].CN(C)C=O>O>[C:1]([CH2:3][CH2:7][C:8]1[CH:13]=[CH:12][CH:11]=[C:10]2[O:14][CH2:15][O:16][C:9]=12)#[N:2]. Procedure: 0.046 mole of the acid obtained in stage B is mixed with 19 ml of dimethylformamide and the mixture is then heated to 150° C. for 2 hours. The mixture is taken up with water and the product is extracted with ethyl ether. The organic phases are washed with sodium bicarbonate solution and then with water; they are dried and the solvent is evaporated off to obtain an oily residue.